Dataset: the Open Reaction Database (ORD), a public repository of structured organic reaction records. Task: describe an organic reaction: reactants, conditions, products, and yield The reactants are CN, CN(C)C=O, O=C(O)CCCNC(=O)NCC1CN(Cc2ccc(Cl)c(Cl)c2)CCO1, Cl. The product is CNC(=O)CCCNC(=O)NCC1CN(Cc2ccc(Cl)c(Cl)c2)CCO1. Reaction SMILES: [CH3:28][NH2:29].[CH3:30][N:31]([CH3:32])[CH:33]=[O:34].[Cl:2][c:3]1[cH:4][c:5]([CH2:6][N:7]2[CH2:8][CH:9]([CH2:13][NH:14][C:15](=[O:16])[NH:17][CH2:18][CH2:19][CH2:20][C:21](=[O:22])[OH:23])[O:10][CH2:11][CH2:12]2)[cH:24][cH:25][c:26]1[Cl:27].[ClH:1]>>[Cl:2][c:3]1[cH:4][c:5]([CH2:6][N:7]2[CH2:8][CH:9]([CH2:13][NH:14][C:15](=[O:16])[NH:17][CH2:18][CH2:19][CH2:20][C:21](=[O:23])[NH:29][CH3:28])[O:10][CH2:11][CH2:12]2)[cH:24][cH:25][c:26]1[Cl:27]. The reactants are O=C1N(C=C(N1)C1=CC=CC=C1)CC(=O)OC(C)(C)C (tert-butyl (2-oxo-4-phenyl-2,3-dihydro-1H-imidazol-1-yl)acetate), C1(CC1)CBr (cyclopropylmethyl bromide), C([O-])([O-])=O.[Cs+].[Cs+] (cesium carbonate). The solvent is CC(=O)C (acetone). The product is C1(CC1)CN1C(N(C=C1C1=CC=CC=C1)CC(=O)OC(C)(C)C)=O (tert-Butyl [3-(cyclopropylmethyl)-2-oxo-4-phenyl-2,3-dihydro-1H-imidazol-1-yl]acetate). As a reaction SMILES: [O:1]=[C:2]1[NH:6][C:5]([C:7]2[CH:12]=[CH:11][CH:10]=[CH:9][CH:8]=2)=[CH:4][N:3]1[CH2:13][C:14]([O:16][C:17]([CH3:20])([CH3:19])[CH3:18])=[O:15].[CH:21]1([CH2:24]Br)[CH2:23][CH2:22]1.C(=O)([O-])[O-].[Cs+].[Cs+]>CC(C)=O>[CH:21]1([CH2:24][N:6]2[C:5]([C:7]3[CH:12]=[CH:11][CH:10]=[CH:9][CH:8]=3)=[CH:4][N:3]([CH2:13][C:14]([O:16][C:17]([CH3:20])([CH3:19])[CH3:18])=[O:15])[C:2]2=[O:1])[CH2:23][CH2:22]1 |f:2.3.4|. Procedure details: A stirred mixture of tert-butyl (2-oxo-4-phenyl-2,3-dihydro-1H-imidazol-1-yl)acetate from Step B (107 mg, 0.39 mmol), cyclopropylmethyl bromide (105 mg, 0.78 mmol), and cesium carbonate (153 mg, 0.47 mmol) in acetone (5 mL) was heated at reflux for 3 days. The reaction mixture was concentrated under reduced pressure, partitioned between brine and CH2Cl2, and extracted with CH2Cl2 (3×). The combined organic extracts were dried over Na2SO4, filtered, and concentrated in vacuo. The crude product wa... Reactants: CC1(OC(C(O1)=CC(=O)N(OC)CC1=CC=C(C=C1)F)=O)C (2-(2,2-Dimethyl-5-oxo-[1,3]dioxolan-4-ylidene)-N-(4-fluoro-benzyl)-N-methoxy-acetamide), CC1=NOC(=C1S(=O)(=O)N)C (3,5-dimethyl-isoxazole-4-sulfonic acid amide), compound 1. Yields the product FC1=CC=C(CN(C(C=C(C(=O)NS(=O)(=O)C=2C(=NOC2C)C)O)=O)OC)C=C1 (4-(3,5-Dimethyl-isoxazole-4-sulfonylamino)-3-hydroxy-4-oxo-but-2-enoic acid (4-fluoro-benzyl)-methoxy-amide). RXN SMILES: CC1(C)[O:6][C:5](=[CH:7][C:8]([N:10]([CH2:13][C:14]2[CH:19]=[CH:18][C:17]([F:20])=[CH:16][CH:15]=2)[O:11][CH3:12])=[O:9])[C:4](=[O:21])O1.[CH3:23][C:24]1[C:28]([S:29]([NH2:32])(=[O:31])=[O:30])=[C:27]([CH3:33])[O:26][N:25]=1>>[F:20][C:17]1[CH:16]=[CH:15][C:14]([CH2:13][N:10]([O:11][CH3:12])[C:8](=[O:9])[CH:7]=[C:5]([OH:6])[C:4]([NH:32][S:29]([C:28]2[C:24]([CH3:23])=[N:25][O:26][C:27]=2[CH3:33])(=[O:30])=[O:31])=[O:21])=[CH:19][CH:18]=1. Procedure details: 2-(2,2-Dimethyl-5-oxo-[1,3]dioxolan-4-ylidene)-N-(4-fluoro-benzyl)-N-methoxy-acetamide was treated with 3,5-dimethyl-isoxazole-4-sulfonic acid amide as described in the preparation of compound 1 to yield the title compound. LCMS (M+H) calcd for C17H19FN3O7S: 428.1; found: 428.0. 1H NMR (500 MHz, CDCl3) δ: 2.44 (s, 3), 2.75 (s, 3), 3.65 (s, 3), 4.77 (s, 2), 6.45 (s, 1), 7.01 (m, 2), 7.26 (m, 2). 13C NMR (125 MHz, CDCl3) δ:10.83, 13.24, 48.33, 63.23, 92.57, 114.23, 115.71, 115.89, 130.19, 130.29, ... Starting materials: COC(CCC1(OC2=C3C(=C(C=C2CC1)O)C1CCC3C1)C)=O (3-(6-hydroxy-2-methyl-3,4,7,8,9,10-hexahydro-7,10-methano-2H-benzo[h]chromen-2-yl)-propionic acid methyl ester), Cl (HCl), [OH-].[Na+] (NaOH), O1CCOCC1 (dioxane). Run in C(C)(=O)OCC (ethyl acetate), O (Water). Conditions: time 5 hour. The product is OC=1C=C2CCC(OC2=C2C1C1CCC2C1)(C)CCC(=O)O (3-(6-hydroxy-2-methyl-3,4,7,8,9,10-hexahydro-7,10-methano-2H-benzo[h]chromen-2-yl)-propionic acid). The yield is 73.3%. As a reaction SMILES: C[O:2][C:3](=[O:23])[CH2:4][CH2:5][C:6]1([CH3:22])[CH2:15][CH2:14][C:13]2[C:8](=[C:9]3[CH:20]4[CH2:21][CH:17]([CH2:18][CH2:19]4)[C:10]3=[C:11]([OH:16])[CH:12]=2)[O:7]1.[OH-].[Na+].O1CCOCC1.Cl>C(OCC)(=O)C.O>[OH:16][C:11]1[CH:12]=[C:13]2[C:8](=[C:9]3[CH:20]4[CH2:21][CH:17]([CH2:18][CH2:19]4)[C:10]=13)[O:7][C:6]([CH2:5][CH2:4][C:3]([OH:23])=[O:2])([CH3:22])[CH2:15][CH2:14]2 |f:1.2|. Procedure: 1.0 gram (3.16 mmol) of 3-(6-hydroxy-2-methyl-3,4,7,8,9,10-hexahydro-7,10-methano-2H-benzo[h]chromen-2-yl)-propionic acid methyl ester, prepared as described in Example 13, was mixed with 20 mL of 2N NaOH and 20 mL of dioxane, the mixture was stirred for 5 hours and was acidified with dilute HCl. Water and ethyl acetate were added and the organic layer was separated, washed and dried over MgSO4. After the removal of solvents, the residue was further purified by flash column chromatography on sil...